From a dataset of the Open Reaction Database (ORD), a public repository of structured organic reaction records. describe an organic reaction: reactants, conditions, products, and yield The reactants are [H][H] (hydrogen), NC=1N(N=C2C1C(NC=1C=C(C(=CC21)OC)OC)=O)C2=C(C=CC(=C2)OCC2=CC=CC=C2)C (3-amino-7,8-dimethoxy-2-(5-benzyloxy-2-methylphenyl)-2,5-dihydro-4H-pyrazolo[4,3-c]quinolin-4-one), CO (methanol). The reagents and catalysts are [Pd] (palladium). The solvent is C(C)(=O)OCC (ethyl acetate). Yields the product NC=1N(N=C2C1C(NC=1C=C(C(=CC21)OC)OC)=O)C2=C(C=CC(=C2)O)C (3-amino-7,8-dimethoxy-2-(5-hydroxy-2-methylphenyl)-2,5-dihydro-4H-pyrazolo[4,3-c]quinolin-4-one). Isolated yield 62.3%. RXN SMILES: [NH2:1][C:2]1[N:3]([C:20]2[CH:25]=[C:24]([O:26]CC3C=CC=CC=3)[CH:23]=[CH:22][C:21]=2[CH3:34])[N:4]=[C:5]2[C:14]3[CH:13]=[C:12]([O:15][CH3:16])[C:11]([O:17][CH3:18])=[CH:10][C:9]=3[NH:8][C:7](=[O:19])[C:6]=12.CO.[H][H]>[Pd].C(OCC)(=O)C>[NH2:1][C:2]1[N:3]([C:20]2[CH:25]=[C:24]([OH:26])[CH:23]=[CH:22][C:21]=2[CH3:34])[N:4]=[C:5]2[C:14]3[CH:13]=[C:12]([O:15][CH3:16])[C:11]([O:17][CH3:18])=[CH:10][C:9]=3[NH:8][C:7](=[O:19])[C:6]=12. Procedure: A mixture of 3-amino-7,8-dimethoxy-2-(5-benzyloxy-2-methylphenyl)-2,5-dihydro-4H-pyrazolo[4,3-c]quinolin-4-one (50 mg), 10% palladium/active carbon (50% water, 25 mg), methanol (20 ml) and ethyl acetate (20 ml) was stirred under the hydrogen atmosphere for 1 day. The reaction mixture was filtered, and the filtrate was concentrated under reduced pressure. The residue was solidified by adding ethyl acetate-hexane. The solid was collected by filtration, washed with ethyl acetate-hexane, and then dr... Reactants: [BH4-], CO, COC(C)(C)C, COC(=O)CC(=O)C(Cc1ccc(Cl)c(Cl)c1)N(C)C(=O)OC(C)(C)C, [Na+], O. The product is COC(=O)CC(O)C(Cc1ccc(Cl)c(Cl)c1)N(C)C(=O)OC(C)(C)C. Reaction SMILES: [BH4-:1].[CH3:30][OH:31].[CH3:32][O:33][C:34]([CH3:35])([CH3:36])[CH3:37].[CH3:3][O:4][C:5]([CH2:6][C:7]([CH:8]([CH2:9][c:10]1[cH:11][c:12]([Cl:17])[c:13]([Cl:16])[cH:14][cH:15]1)[N:18]([CH3:19])[C:20](=[O:21])[O:22][C:23]([CH3:24])([CH3:25])[CH3:26])=[O:27])=[O:28].[Na+:2].[OH2:29]>>[CH3:3][O:4][C:5]([CH2:6][CH:7]([CH:8]([CH2:9][c:10]1[cH:11][c:12]([Cl:17])[c:13]([Cl:16])[cH:14][cH:15]1)[N:18]([CH3:19])[C:20](=[O:21])[O:22][C:23]([CH3:24])([CH3:25])[CH3:26])[OH:27])=[O:28]. Yields the product C(C)(C)(C)C1=NC=C(C(=N1)NCCCOC)C(=O)N([C@@H]1CNC[C@@H](C1)C(=O)N1CCOCC1)CC(C)C (2-tert-butyl-4-[(3-methoxypropyl)amino]-N-(2-methylpropyl)-N-[(3S,5R)-5-(morpholin-4-ylcarbonyl)piperidin-3-yl]pyrimidine-5-carboxamide). Reaction SMILES: Cl.Cl.[C:3]([C:7]1[N:12]=[C:11]([NH:13][CH2:14][CH2:15][CH2:16][O:17][CH3:18])[C:10]([C:19]([N:21]([CH2:36][CH:37]([CH3:39])[CH3:38])[C@H:22]2[CH2:27][C@@H:26]([C:28]([N:30]3[CH2:35][CH2:34][O:33][CH2:32][CH2:31]3)=[O:29])[CH2:25][NH:24][CH2:23]2)=[O:20])=[CH:9][N:8]=1)([CH3:6])([CH3:5])[CH3:4].C(=O)([O-])O.[Na+]>O>[C:3]([C:7]1[N:12]=[C:11]([NH:13][CH2:14][CH2:15][CH2:16][O:17][CH3:18])[C:10]([C:19]([N:21]([CH2:36][CH:37]([CH3:39])[CH3:38])[C@H:22]2[CH2:27][C@@H:26]([C:28]([N:30]3[CH2:35][CH2:34][O:33][CH2:32][CH2:31]3)=[O:29])[CH2:25][NH:24][CH2:23]2)=[O:20])=[CH:9][N:8]=1)([CH3:5])([CH3:6])[CH3:4] |f:0.1.2,3.4|. Run in O (water). Reactants: Cl.Cl.C(C)(C)(C)C1=NC=C(C(=N1)NCCCOC)C(=O)N([C@@H]1CNC[C@@H](C1)C(=O)N1CCOCC1)CC(C)C (2-tert-Butyl-4-[(3-methoxypropyl)amino]-N-(2-methylpropyl)-N-[(3S,5R)-5-(morpholin-4-ylcarbonyl)piperidin-3-yl]pyrimidine-5-carboxamide dihydrochloride), C(O)([O-])=O.[Na+] (sodium hydrogen carbonate). Reported procedure: 2-tert-Butyl-4-[(3-methoxypropyl)amino]-N-(2-methylpropyl)-N-[(3S,5R)-5-(morpholin-4-ylcarbonyl)piperidin-3-yl]pyrimidine-5-carboxamide dihydrochloride (2.58 g) was suspended in water (100 ml), saturated aqueous sodium hydrogen carbonate was added, and the mixture was extracted with ethyl acetate. The extract was dried over anhydrous magnesium sulfate, and concentrated under reduced pressure to give the object compound (2.15 g). The yield is 95.0%. Reactants: C(#N)C1=CC=C(C=C1)C1=CC=C(C=C1)[C@@H]1CC[C@H](CC1)O (trans-4-(4'-cyano-4-biphenylyl)cyclohexanol), O1CCCC=C1 (3,4-dihydro-2H-pyran), S(=O)(=O)(O[Si](C)(C)C)O[Si](C)(C)C (bistrimethylsilyl sulfate). Solvent: ClCCl (dichloromethane), ClCCl (dichloromethane). Conditions: temperature 0 celsius, time 30 minute. Product: O1C(CCCC1)O[C@@H]1CC[C@H](CC1)C1=CC=C(C=C1)C1=CC=C(C=C1)C#N (trans-4-(4'-cyano-4-biphenylyl)cyclohexyl tetrahydropyranyl ether). RXN SMILES: [C:1]([C:3]1[CH:8]=[CH:7][C:6]([C:9]2[CH:14]=[CH:13][C:12]([C@H:15]3[CH2:20][CH2:19][C@H:18]([OH:21])[CH2:17][CH2:16]3)=[CH:11][CH:10]=2)=[CH:5][CH:4]=1)#[N:2].[O:22]1[CH:27]=[CH:26][CH2:25][CH2:24][CH2:23]1.S(O[Si](C)(C)C)(O[Si](C)(C)C)(=O)=O>ClCCl>[O:22]1[CH2:27][CH2:26][CH2:25][CH2:24][CH:23]1[O:21][C@H:18]1[CH2:19][CH2:20][C@H:15]([C:12]2[CH:13]=[CH:14][C:9]([C:6]3[CH:5]=[CH:4][C:3]([C:1]#[N:2])=[CH:8][CH:7]=3)=[CH:10][CH:11]=2)[CH2:16][CH2:17]1. Procedure: A solution of 3.0 g of trans-4-(4'-cyano-4-biphenylyl)cyclohexanol, 1.1 ml of 3,4-dihydro-2H-pyran in 30 ml of dichloromethane was treated at 0° C. with a solution of 0.007 g of bistrimethylsilyl sulfate in 2 ml of dichloromethane. The reaction mixture was stirred at 0° C. for a further 30 minutes and then washed once with sodium carbonate solution and twice with water and subsequently dried over magnesium sulfate, filtered and concentrated. The crude product was purified by chromatography on si...